This data is from the Open Reaction Database (ORD), a public repository of structured organic reaction records. The task is: describe an organic reaction: reactants, conditions, products, and yield Starting materials: C1=CC2=C(C3=C1C=C4C(=C3C=5C=CC6=C(C5)OCO6)COC4=O)OCO2 (Helioxanthin), CN (methylamine). The solvent is C1=CC=CC=C1 (benzene). Conditions: temperature 120 celsius, time 4 day. Product: CNC(=O)C=1C=C2C=CC3=C(OCO3)C2=C(C1CO)C1=CC2=C(OCO2)C=C1 (N-Methyl-9-(1,3-benzodioxole-5-yl)-8-hydroxymethylnaphtho[1,2-d]-1,3-dioxole-7-carboxamide). As a reaction SMILES: [CH:1]1[C:6]2[CH:7]=[C:8]3[C:22](=[O:23])[O:21][CH2:20][C:9]3=[C:10]([C:11]3[CH:12]=[CH:13][C:14]4[O:19][CH2:18][O:17][C:15]=4[CH:16]=3)[C:5]=2[C:4]2[O:24][CH2:25][O:26][C:3]=2[CH:2]=1.[CH3:27][NH2:28]>C1C=CC=CC=1>[CH3:27][NH:28][C:22]([C:8]1[CH:7]=[C:6]2[C:5](=[C:10]([C:11]3[CH:12]=[CH:13][C:14]4[O:19][CH2:18][O:17][C:15]=4[CH:16]=3)[C:9]=1[CH2:20][OH:21])[C:4]1[O:24][CH2:25][O:26][C:3]=1[CH:2]=[CH:1]2)=[O:23]. Reported procedure: Helioxanthin (1.0 g) was suspended in benzene (10 ml), followed by addition of methylamine (40% methanol solution: 2 ml). The mixture was heated at 120° C. under stirring for 4 days. The reaction mixture was concentrated under reduced pressure. The resulting residue was recrystalized from DMF to yield the title compound (144 mg).